From a dataset of the Open Reaction Database (ORD), a public repository of structured organic reaction records. describe an organic reaction: reactants, conditions, products, and yield Reaction SMILES: [CH2:1]([CH3:2])[C:3]([CH2:4][CH3:5])([c:6]1[cH:7][c:8]([CH3:21])[c:9]([B:12]2[O:13][C:14]([CH3:15])([CH3:16])[C:17]([CH3:18])([CH3:19])[O:20]2)[cH:10][cH:11]1)[c:22]1[cH:23][c:24]([CH3:36])[c:25]([CH:28]=[CH:29][C:30]2([OH:35])[CH2:31][CH2:32][CH2:33][CH2:34]2)[cH:26][cH:27]1.[CH3:37][O:38][C:39]([CH2:40][c:41]1[cH:42][n:43][cH:44][c:45]([Br:47])[cH:46]1)=[O:48].[CH3:57][N:58]([CH3:59])[CH:60]=[O:61].[K+:54].[K+:55].[K+:56].[P:49]([O-:50])([O-:51])([O-:52])=[O:53]>>[CH2:1]([CH3:2])[C:3]([CH2:4][CH3:5])([c:6]1[cH:7][c:8]([CH3:21])[c:9](-[c:45]2[cH:44][n:43][cH:42][c:41]([CH2:40][C:39]([O:38][CH3:37])=[O:48])[cH:46]2)[cH:10][cH:11]1)[c:22]1[cH:23][c:24]([CH3:36])[c:25]([CH:28]=[CH:29][C:30]2([OH:35])[CH2:31][CH2:32][CH2:33][CH2:34]2)[cH:26][cH:27]1. Yields the product CCC(CC)(c1ccc(C=CC2(O)CCCC2)c(C)c1)c1ccc(-c2cncc(CC(=O)OC)c2)c(C)c1. Starting materials: CCC(CC)(c1ccc(C=CC2(O)CCCC2)c(C)c1)c1ccc(B2OC(C)(C)C(C)(C)O2)c(C)c1, COC(=O)Cc1cncc(Br)c1, CN(C)C=O, [K+], [K+], [K+], O=P([O-])([O-])[O-]. The reactants are CC(C)(C)OC(=O)N1C(C=O)COC1(C)C, CCOP(=O)(C=[N+]=[N-])OCC, CC(C)(C)[O-], CCOCC, [K+]. Product: C#CC1COC(C)(C)N1C(=O)OC(C)(C)C. RXN SMILES: [C:1]([CH3:2])([CH3:3])([CH3:4])[O:5][C:6](=[O:7])[N:8]1[C:9]([CH3:15])([CH3:16])[O:10][CH2:11][CH:12]1[CH:13]=[O:14].[CH2:23]([O:24][P:25]([CH:26]=[N+:27]=[N-:28])(=[O:29])[O:30][CH2:31][CH3:32])[CH3:33].[CH3:17][C:18]([CH3:19])([O-:20])[CH3:21].[CH3:34][CH2:35][O:36][CH2:37][CH3:38].[K+:22]>>[C:1]([CH3:2])([CH3:3])([CH3:4])[O:5][C:6](=[O:7])[N:8]1[C:9]([CH3:15])([CH3:16])[O:10][CH2:11][CH:12]1[C:13]#[CH:17]. The reactants are ClC(C#N)CC1=C(C=C(C=C1)F)C (2-chloro-3-(4-fluoro-2-methylphenyl)-propionitrile). Solvent: O1CCCC1 (tetrahydrofuran). Conditions: time 15 hour. The product is FC1=CC(=C(C=C1)C=CC#N)C (3-(4-fluoro-2-methylphenyl)-acrylonitrile). The yield is 195.2%. Reaction SMILES: Cl[CH:2]([CH2:5][C:6]1[CH:11]=[CH:10][C:9]([F:12])=[CH:8][C:7]=1[CH3:13])[C:3]#[N:4]>O1CCCC1>[F:12][C:9]1[CH:10]=[CH:11][C:6]([CH:5]=[CH:2][C:3]#[N:4])=[C:7]([CH3:13])[CH:8]=1. Procedure: at room temperature, to 21.7 g (0.11 mole) of 2-chloro-3-(4-fluoro-2-methylphenyl)-propionitrile in 100 ml of tetrahydrofuran, and when the addition is complete, the mixture is stirred at room temperature for 15 hours and filtered, the filtrate is evaporated in vacuo, the residue is taken up in ethyl acetate, washed consecutively with 1-normal hydrochloric acid and water and dried over sodium sulphate, and the solvent is removed in vacuo. 34.6 g (96% of theory) of 3-(4-fluoro-2-methylphenyl)-acr... RXN SMILES: [Br:1][c:2]1[c:3]([CH2:26][OH:27])[cH:4][c:5]([O:24][CH3:25])[c:6]2[n:7]([CH2:20][CH2:21][O:22][CH3:23])[c:8](-[c:11]3[cH:12][cH:13][c:14]([CH:17]([CH3:18])[CH3:19])[cH:15][cH:16]3)[n:9][c:10]12.[CH3:28][S:29]([Cl:30])(=[O:31])=[O:32].[CH:33]([N:34]([CH2:35][CH3:36])[CH:37]([CH3:38])[CH3:39])([CH3:40])[CH3:41].[Cl:42][CH2:43][Cl:44]>>[Br:1][c:2]1[c:3]([CH2:26][O:27][S:29]([CH3:28])(=[O:31])=[O:32])[cH:4][c:5]([O:24][CH3:25])[c:6]2[n:7]([CH2:20][CH2:21][O:22][CH3:23])[c:8](-[c:11]3[cH:12][cH:13][c:14]([CH:17]([CH3:18])[CH3:19])[cH:15][cH:16]3)[n:9][c:10]12. Reactants: COCCn1c(-c2ccc(C(C)C)cc2)nc2c(Br)c(CO)cc(OC)c21, CS(=O)(=O)Cl, CCN(C(C)C)C(C)C, ClCCl. Yields the product COCCn1c(-c2ccc(C(C)C)cc2)nc2c(Br)c(COS(C)(=O)=O)cc(OC)c21. The reactants are ClC1=CC=C(C=C1)C1=NN=C(C2=CC=CC=C12)NC1=CC=C(C=C1)SC1=CC=NC2=CC=C(C=C12)OC (4-(4-chlorophenyl)-N-(4-(6-methoxyquinolin-4-ylthio)phenyl)phthalazin-1-amine), CC(=O)O (AcOH), Br (HBr). Run at temperature 85 celsius, time 2 hour. Product: ClC1=CC=C(C=C1)C1=NN=C(C2=CC=CC=C12)NC1=CC=C(C=C1)SC1=CC=NC2=CC=C(C=C12)O (4-(4-(4-(4-chlorophenyl)phthalazin-1-ylamino)phenylthio)quinolin-6-ol). RXN SMILES: [Cl:1][C:2]1[CH:7]=[CH:6][C:5]([C:8]2[C:17]3[C:12](=[CH:13][CH:14]=[CH:15][CH:16]=3)[C:11]([NH:18][C:19]3[CH:24]=[CH:23][C:22]([S:25][C:26]4[C:35]5[C:30](=[CH:31][CH:32]=[C:33]([O:36]C)[CH:34]=5)[N:29]=[CH:28][CH:27]=4)=[CH:21][CH:20]=3)=[N:10][N:9]=2)=[CH:4][CH:3]=1.CC(O)=O.Br>>[Cl:1][C:2]1[CH:3]=[CH:4][C:5]([C:8]2[C:17]3[C:12](=[CH:13][CH:14]=[CH:15][CH:16]=3)[C:11]([NH:18][C:19]3[CH:24]=[CH:23][C:22]([S:25][C:26]4[C:35]5[C:30](=[CH:31][CH:32]=[C:33]([OH:36])[CH:34]=5)[N:29]=[CH:28][CH:27]=4)=[CH:21][CH:20]=3)=[N:10][N:9]=2)=[CH:6][CH:7]=1. Procedure: A flask was charged with 4-(4-chlorophenyl)-N-(4-(6-methoxyquinolin-4-ylthio)phenyl)phthalazin-1-amine (0.325 g, 0.624 mmol), AcOH (5.71 ml, 99.8 mmol) and HBr (5.42 ml, 99.8 mmol). The mixture was stirred at 85° C. for 2 h, then cooled to RT and quenched with saturated aqueous NaHCO3 to precipitate a solid. The solid was filtered, washed with water and dried to give 4-(4-(4-(4-chlorophenyl)phthalazin-1-ylamino)phenylthio)quinolin-6-ol as a light yellow solid. MS: m/z=[M+H]+. 508.0 Calc'd for C2... The reactants are C(C)OC(C1=CC(=CC=C1)I)=O (ethyl-3-iodobenzoate), C([O-])([O-])=O.[Na+].[Na+] (sodium carbonate), C(C1=CC=CC=C1)OC1=CC=C(C=C1)B(O)O (4-benzyloxybenzene boronic acid), tetrakistriphenylphosphine palladium(0). Solvent: C([O-])(O)=O.[Na+] (sodium bicarbonate), COCCOC (ethylene glycol dimethyl ether). Yields the product C(C)OC(=O)C=1C=C(C=CC1)C1=CC=C(C=C1)OCC1=CC=CC=C1 (4′-Benzyloxy-biphenyl-3-carboxylic Acid Ethyl Ester). Yield: 76.4%. Reaction SMILES: [CH2:1]([O:3][C:4](=[O:12])[C:5]1[CH:10]=[CH:9][CH:8]=[C:7](I)[CH:6]=1)[CH3:2].C(=O)([O-])[O-].[Na+].[Na+].[CH2:19]([O:26][C:27]1[CH:32]=[CH:31][C:30](B(O)O)=[CH:29][CH:28]=1)[C:20]1[CH:25]=[CH:24][CH:23]=[CH:22][CH:21]=1>COCCOC.C(=O)(O)[O-].[Na+]>[CH2:1]([O:3][C:4]([C:5]1[CH:6]=[C:7]([C:30]2[CH:31]=[CH:32][C:27]([O:26][CH2:19][C:20]3[CH:25]=[CH:24][CH:23]=[CH:22][CH:21]=3)=[CH:28][CH:29]=2)[CH:8]=[CH:9][CH:10]=1)=[O:12])[CH3:2] |f:1.2.3,6.7|. Procedure details: To a solution of ethyl-3-iodobenzoate (2.5 g, 1 equiv) in ethylene glycol dimethyl ether (20 mL) are added 2 M sodium carbonate solution (40 mL), 4-benzyloxybenzene boronic acid (2.5 g, 1.2 equiv) and tetrakistriphenylphosphine palladium(0) (1.05 g, 0.1 equiv). The reaction mixture is heated to reflux for 2 h. The reaction mixture is allowed to cool to room temperature and is diluted with 300 mL 50% sodium bicarbonate solution. The product is extracted three times with methylene chloride. The co... The reactants are O=C([O-])[O-], CCCCCI, [K+], [K+], N#Cc1c[nH]nc1N, CN(C)C=O. Yields the product CCCCCn1ncc(C#N)c1N. RXN SMILES: [C:15](=[O:16])([O-:17])[O-:18].[CH2:9]([CH2:10][CH2:11][CH2:12][CH3:13])[I:14].[K+:19].[K+:20].[NH2:1][c:2]1[n:3][nH:4][cH:5][c:6]1[C:7]#[N:8].[O:21]=[CH:22][N:23]([CH3:24])[CH3:25]>>[NH2:1][c:2]1[n:3]([CH2:9][CH2:10][CH2:11][CH2:12][CH3:13])[n:4][cH:5][c:6]1[C:7]#[N:8].